Dataset: the Open Reaction Database (ORD), a public repository of structured organic reaction records. Task: describe an organic reaction: reactants, conditions, products, and yield Reactants: CC1=C(SC(=C1)C1=CC=C(C=C1)C)C(=O)O (3-methyl-5-p-tolylthiophene-2-carboxylic acid), C=O (paraformaldehyde), ClCCC1=C(SC(=C1)C1=CC=C(C=C1)C)C(=O)Cl (3-(2-chloroethyl)-5-p-tolylthiophene-2-carbonyl chloride), NC1=CC=C(C=C1)N1C[C@@H](CC1)N(C)C ([(R)-1-(4-aminophenyl)pyrrolidin-3-yl]dimethylamine), S(=O)(Cl)Cl (thionyl chloride). Product: CN([C@H]1CN(CC1)C1=CC=C(C=C1)N1C(C2=C(CC1)C=C(S2)C2=CC=C(C=C2)C)=O)C (6-[4-((R)-3-Dimethylaminopyrrolidin-1-yl)phenyl]-2-p-tolyl-5,6-dihydro-4H-thieno[2,3-c]pyridin-7-one). RXN SMILES: CC1C=C(C2C=CC(C)=CC=2)SC=1C(O)=O.C=O.S(Cl)(Cl)=O.Cl[CH2:24][CH2:25][C:26]1[CH:30]=[C:29]([C:31]2[CH:36]=[CH:35][C:34]([CH3:37])=[CH:33][CH:32]=2)[S:28][C:27]=1[C:38](Cl)=[O:39].[NH2:41][C:42]1[CH:47]=[CH:46][C:45]([N:48]2[CH2:52][CH2:51][C@@H:50]([N:53]([CH3:55])[CH3:54])[CH2:49]2)=[CH:44][CH:43]=1>>[CH3:54][N:53]([CH3:55])[C@@H:50]1[CH2:51][CH2:52][N:48]([C:45]2[CH:46]=[CH:47][C:42]([N:41]3[CH2:24][CH2:25][C:26]4[CH:30]=[C:29]([C:31]5[CH:36]=[CH:35][C:34]([CH3:37])=[CH:33][CH:32]=5)[S:28][C:27]=4[C:38]3=[O:39])=[CH:43][CH:44]=2)[CH2:49]1. Procedure details: Firstly 3-methyl-5-p-tolylthiophene-2-carboxylic acid was reacted with paraformaldehyde by method C1, and then the product was treated with thionyl chloride by method B. The resulting 3-(2-chloroethyl)-5-p-tolylthiophene-2-carbonyl chloride was finally reacted with [(R)-1-(4-aminophenyl)pyrrolidin-3-yl]dimethylamine by method A. The product with the molecular weight of 431.60 (C26H29N3OS) was obtained in this way; MS (ESI): 432 (M+H+). Starting materials: O=[N+]([O-])c1cc(OCc2cccc(Br)c2)ccc1Cl, CS(C)=O, Cl, O, Oc1ccc(O)cc1. The product is O=[N+]([O-])c1cc(OCc2cccc(Br)c2)ccc1Oc1ccc(O)cc1. Reaction SMILES: [Br:9][c:10]1[cH:11][c:12]([CH2:13][O:14][c:15]2[cH:16][c:17]([N+:22](=[O:23])[O-:24])[c:18]([Cl:21])[cH:19][cH:20]2)[cH:25][cH:26][cH:27]1.[CH3:30][S:31]([CH3:32])=[O:33].[ClH:29].[OH2:28].[OH:1][c:2]1[cH:3][cH:4][c:5]([OH:6])[cH:7][cH:8]1>>[O:1]([c:2]1[cH:3][cH:4][c:5]([OH:6])[cH:7][cH:8]1)[c:18]1[c:17]([N+:22](=[O:23])[O-:24])[cH:16][c:15]([O:14][CH2:13][c:12]2[cH:11][c:10]([Br:9])[cH:27][cH:26][cH:25]2)[cH:20][cH:19]1. The reactants are C=CCN1C(=O)C(=Cc2ccc(C=O)cc2)SC1=S, Nc1cccc(-c2c(C(=O)c3ccccc3)cnc3c(C(F)(F)F)cccc23)c1. The product is C=CCN1C(=O)C(=Cc2ccc(CNc3cccc(-c4c(C(=O)c5ccccc5)cnc5c(C(F)(F)F)cccc45)c3)cc2)SC1=S. RXN SMILES: [CH2:30]([CH:31]=[CH2:32])[N:33]1[C:34](=[S:48])[S:35][C:36](=[CH:39][c:40]2[cH:41][cH:42][c:43]([CH:44]=[O:45])[cH:46][cH:47]2)[C:37]1=[O:38].[NH2:1][c:2]1[cH:3][c:4](-[c:8]2[c:9]([C:22](=[O:23])[c:24]3[cH:25][cH:26][cH:27][cH:28][cH:29]3)[cH:10][n:11][c:12]3[c:13]([C:18]([F:19])([F:20])[F:21])[cH:14][cH:15][cH:16][c:17]23)[cH:5][cH:6][cH:7]1>>[NH:1]([c:2]1[cH:3][c:4](-[c:8]2[c:9]([C:22](=[O:23])[c:24]3[cH:25][cH:26][cH:27][cH:28][cH:29]3)[cH:10][n:11][c:12]3[c:13]([C:18]([F:19])([F:20])[F:21])[cH:14][cH:15][cH:16][c:17]23)[cH:5][cH:6][cH:7]1)[CH2:44][c:43]1[cH:42][cH:41][c:40]([CH:39]=[C:36]2[S:35][C:34](=[S:48])[N:33]([CH2:30][CH:31]=[CH2:32])[C:37]2=[O:38])[cH:47][cH:46]1. Starting materials: CCO, CCOC(=O)C(C)Oc1ccc(OCc2ccccc2)cc1F. The product is CCOC(=O)C(C)Oc1ccc(O)cc1F. Reaction SMILES: [CH3:24][CH2:25][OH:26].[F:1][c:2]1[c:3]([O:4][CH:5]([C:6](=[O:7])[O:8][CH2:9][CH3:10])[CH3:11])[cH:12][cH:13][c:14]([O:16][CH2:17][c:18]2[cH:19][cH:20][cH:21][cH:22][cH:23]2)[cH:15]1>>[F:1][c:2]1[c:3]([O:4][CH:5]([C:6](=[O:7])[O:8][CH2:9][CH3:10])[CH3:11])[cH:12][cH:13][c:14]([OH:16])[cH:15]1.